This data is from the Open Reaction Database (ORD), a public repository of structured organic reaction records. The task is: describe an organic reaction: reactants, conditions, products, and yield Starting materials: Clc1ncc(Br)cn1, Cc1ccccc1, C1CCC(P(C2CCCCC2)C2CCCCC2)CC1, OB(O)C1CC1, CC(=O)[O-], CC(=O)[O-], O, [Pd+2]. The product is Clc1ncc(C2CC2)cn1. Reaction SMILES: [Br:1][c:2]1[cH:3][n:4][c:5]([Cl:8])[n:6][cH:7]1.[CH3:44][c:45]1[cH:46][cH:47][cH:48][cH:49][cH:50]1.[CH:15]1([P:16]([CH:17]2[CH2:18][CH2:19][CH2:20][CH2:21][CH2:22]2)[CH:23]2[CH2:24][CH2:25][CH2:26][CH2:27][CH2:28]2)[CH2:29][CH2:30][CH2:31][CH2:32][CH2:33]1.[CH:9]1([B:12]([OH:13])[OH:14])[CH2:10][CH2:11]1.[O-:36][C:37]([CH3:38])=[O:39].[O-:40][C:41]([CH3:42])=[O:43].[OH2:34].[Pd+2:35]>>[c:2]1([CH:9]2[CH2:10][CH2:11]2)[cH:3][n:4][c:5]([Cl:8])[n:6][cH:7]1. Reactants: FC(C1=CC=CC(=N1)NC(NC1=CC=NC2=CC=C(C=C12)C=1CCN(CC1)C(=O)OC(C)(C)C)=O)(F)F (tert-butyl 4-{4-[3-(6-trifluoromethyl-pyridin-2-yl)-ureido]-quinolin-6-yl}-3,6-dihydro-2H-pyridine-1-carboxylate), C(=O)(C(F)(F)F)O (TFA). Run in C(Cl)Cl (DCM). Reaction conditions: time 2 hour. Yields the product N1CCC(=CC1)C=1C=C2C(=CC=NC2=CC1)NC(=O)NC1=NC(=CC=C1)C(F)(F)F (1-[6-(1,2,3,6-Tetrahydro-pyridin-4-yl)-quinolin-4-yl]-3-(6-trifluoromethyl-pyridin-2-yl)-urea), powder. Yield: 81.0%. RXN SMILES: [F:1][C:2]([F:37])([F:36])[C:3]1[N:8]=[C:7]([NH:9][C:10](=[O:35])[NH:11][C:12]2[C:21]3[C:16](=[CH:17][CH:18]=[C:19]([C:22]4[CH2:23][CH2:24][N:25](C(OC(C)(C)C)=O)[CH2:26][CH:27]=4)[CH:20]=3)[N:15]=[CH:14][CH:13]=2)[CH:6]=[CH:5][CH:4]=1.C(O)(C(F)(F)F)=O>C(Cl)Cl>[NH:25]1[CH2:26][CH:27]=[C:22]([C:19]2[CH:20]=[C:21]3[C:16](=[CH:17][CH:18]=2)[N:15]=[CH:14][CH:13]=[C:12]3[NH:11][C:10]([NH:9][C:7]2[CH:6]=[CH:5][CH:4]=[C:3]([C:2]([F:36])([F:37])[F:1])[N:8]=2)=[O:35])[CH2:23][CH2:24]1. Procedure details: 0.2 g of tert-butyl 4-{4-[3-(6-trifluoromethyl-pyridin-2-yl)-ureido]-quinolin-6-yl}-3,6-dihydro-2H-pyridine-1-carboxylate (0.389 mmol) were dissolved in 0.6 ml DCM (yellow solution). 0.300 ml of TFA (3.89 mmol) were added and the reaction mixture was stirred for 2 h at RT. After evaporation of the solvent and excess TFA in vacuum, water was added to the residue, the acidic mixture extracted with ethyl acetate, the water phase adjusted to pH 9 with 1M NaOH and subsequently extracted three times w... The reactants are BrCCOC1CCCCO1, CCOC(C)=O, CCOC(=O)c1cc(C)n[nH]1, [H-], [I-], [Li+], [Na+], C1CCOC1, O. Product: CCOC(=O)c1cc(C)n(CCOC2CCCCO2)n1. Reaction SMILES: [Br:14][CH2:15][CH2:16][O:17][CH:18]1[O:19][CH2:20][CH2:21][CH2:22][CH2:23]1.[CH3:31][CH2:32][O:33][C:34](=[O:35])[CH3:36].[CH3:3][c:4]1[n:5][nH:6][c:7]([C:9](=[O:10])[O:11][CH2:12][CH3:13])[cH:8]1.[H-:1].[I-:24].[Li+:25].[Na+:2].[O:26]1[CH2:27][CH2:28][CH2:29][CH2:30]1.[OH2:37]>>[CH3:3][c:4]1[n:5]([CH2:15][CH2:16][O:17][CH:18]2[O:19][CH2:20][CH2:21][CH2:22][CH2:23]2)[n:6][c:7]([C:9](=[O:10])[O:11][CH2:12][CH3:13])[cH:8]1. RXN SMILES: [CH2:1]([c:2]1[cH:3][cH:4][cH:5][cH:6][cH:7]1)[O:8][c:9]1[cH:10][cH:11][c:12]([O:13][c:14]2[c:15]([N+:30]([O-:31])=[O:32])[cH:16][c:17](-[c:20]3[n:21][c:22]4[c:23]([nH:24]3)[cH:25][c:26]([Br:29])[cH:27][cH:28]4)[cH:18][cH:19]2)[cH:33][cH:34]1.[CH3:38][CH2:39][OH:40].[CH3:41][CH2:42][O:43][C:44](=[O:45])[CH3:46].[Cl-:35].[Fe:47].[NH4+:36].[OH2:37]>>[CH2:1]([c:2]1[cH:3][cH:4][cH:5][cH:6][cH:7]1)[O:8][c:9]1[cH:10][cH:11][c:12]([O:13][c:14]2[c:15]([NH2:30])[cH:16][c:17](-[c:20]3[n:21][c:22]4[c:23]([nH:24]3)[cH:25][c:26]([Br:29])[cH:27][cH:28]4)[cH:18][cH:19]2)[cH:33][cH:34]1. Reactants: O=[N+]([O-])c1cc(-c2nc3ccc(Br)cc3[nH]2)ccc1Oc1ccc(OCc2ccccc2)cc1, CCO, CCOC(C)=O, [Cl-], [Fe], [NH4+], O. The product is Nc1cc(-c2nc3ccc(Br)cc3[nH]2)ccc1Oc1ccc(OCc2ccccc2)cc1. Starting materials: ClC1=C(C(=CC(=C1)Cl)O)CCC1CC(CC(O1)=O)O (6-{2-(2,4-dichloro-6-hydroxyphenyl)ethyl}-3,4,5,6-tetrahydro-4-hydroxy-2H-pyran-2-one), C(C1=CC=CC=C1)Br (benzyl bromide), FC(C1=CC=C(CBr)C=C1)(F)F (4-trifluoromethylbenzyl bromide), ClC=1C=C(C(C=O)=C(C1)Cl)O (4,6-dichlorosalicylaldehyde). The product is ClC1=C(C(=CC(=C1)Cl)OCC1=CC=C(C=C1)C(F)(F)F)CCC1CC(CC(O1)=O)O (6-{2-[2,4-Dichloro-6-(4-trifluoromethylphenylmethoxy)phenyl]ethyl}-3,4,5,6-tetrahydro-4-hydroxy-2H-pyran-2-one). As a reaction SMILES: [Cl:1][C:2]1[CH:7]=[C:6]([Cl:8])[CH:5]=[C:4]([OH:9])[C:3]=1[CH2:10][CH2:11][CH:12]1[O:17][C:16](=[O:18])[CH2:15][CH:14]([OH:19])[CH2:13]1.[F:20][C:21]([F:31])([F:30])[C:22]1[CH:29]=[CH:28][C:25]([CH2:26]Br)=[CH:24][CH:23]=1.ClC1C=C(O)C(=C(Cl)C=1)C=O.C(Br)C1C=CC=CC=1>>[Cl:1][C:2]1[CH:7]=[C:6]([Cl:8])[CH:5]=[C:4]([O:9][CH2:26][C:25]2[CH:24]=[CH:23][C:22]([C:21]([F:20])([F:30])[F:31])=[CH:29][CH:28]=2)[C:3]=1[CH2:10][CH2:11][CH:12]1[O:17][C:16](=[O:18])[CH2:15][CH:14]([OH:19])[CH2:13]1. Reported procedure: By following the procedure of Example 1, step A, but substituting equimolar amounts of 6-{2-(2,4-dichloro-6-hydroxyphenyl)ethyl}-3,4,5,6-tetrahydro-4-hydroxy-2H-pyran-2-one and 4-trifluoromethylbenzyl bromide for the 4,6-dichlorosalicylaldehyde and benzyl bromide used therein, the title compound is obtained, m.p. 104°-105° C. Reactants: C(C)OC(=O)C1=C(C2=C(C(=N1)CSC(C)C)N=C(S2)C(C)(C)C)OC(C(C)(C)C)=O (2-tert-butyl-7-(2,2-dimethyl-propionyloxy)-4-isopropylsulfanylmethyl-thiazolo[4,5-c]pyridine-6-carboxylic acid ethyl ester), [O-]CC.[Na+] (sodium ethoxide). Run in C(C)O (ethanol), C(C)(=O)OCC (ethyl acetate). Product: C(C)OC(=O)C1=C(C2=C(C(=N1)CSC(C)C)N=C(S2)C(C)(C)C)O (2-tert-butyl-7-hydroxy-4-isopropylsulfanylmethyl-thiazolo[4,5-c]pyridine-6-carboxylic acid ethyl ester). Isolated yield 65.8%. As a reaction SMILES: [CH2:1]([O:3][C:4]([C:6]1[N:11]=[C:10]([CH2:12][S:13][CH:14]([CH3:16])[CH3:15])[C:9]2[N:17]=[C:18]([C:20]([CH3:23])([CH3:22])[CH3:21])[S:19][C:8]=2[C:7]=1[O:24]C(=O)C(C)(C)C)=[O:5])[CH3:2].[O-]CC.[Na+]>C(O)C.C(OCC)(=O)C>[CH2:1]([O:3][C:4]([C:6]1[N:11]=[C:10]([CH2:12][S:13][CH:14]([CH3:15])[CH3:16])[C:9]2[N:17]=[C:18]([C:20]([CH3:22])([CH3:21])[CH3:23])[S:19][C:8]=2[C:7]=1[OH:24])=[O:5])[CH3:2] |f:1.2|. Procedure details: A solution of 2-tert-butyl-7-(2,2-dimethyl-propionyloxy)-4-isopropylsulfanylmethyl-thiazolo[4,5-c]pyridine-6-carboxylic acid ethyl ester (150 mg, 0.33 mmol) and sodium ethoxide (215 mg of 21% sodium ethoxide in ethanol) in 0.6 mL of ethanol was heated at 90° C. for 2 h. The reaction mixture was diluted with ethyl acetate and washed with 1 N HCl and brine. The organic fraction was dried over sodium sulfate and concentrated under reduced pressure. The crude product was purified by column chromatog... The reactants are Cl[Mg]C1=CC=CC=C1.[Br-] (Chlorophenyl magnesium bromide), C(C)OC(C1C(CCC(C1)(C)C)=O)OCC (2-(diethoxymethyl)-4,4-dimethylcyclohexanone), C(Cl)Cl (methylene chloride). The product is ClC1=CC=C(C=C1)C1(C(CC(CC1)(C)C)C(OCC)OCC)O (1-(4-chlorophenyl)-2-(diethoxymethyl)-4,4-dimethylcyclohexanol). Reaction SMILES: Cl[Mg][C:3]1[CH:8]=[CH:7][CH:6]=[CH:5][CH:4]=1.[Br-].[CH2:10]([O:12][CH:13]([O:23][CH2:24][CH3:25])[CH:14]1[CH2:19][C:18]([CH3:21])([CH3:20])[CH2:17][CH2:16][C:15]1=[O:22])[CH3:11].C(Cl)[Cl:27]>>[Cl:27][C:3]1[CH:8]=[CH:7][C:6]([C:15]2([OH:22])[CH2:16][CH2:17][C:18]([CH3:21])([CH3:20])[CH2:19][CH:14]2[CH:13]([O:12][CH2:10][CH3:11])[O:23][CH2:24][CH3:25])=[CH:5][CH:4]=1 |f:0.1|. Procedure: Another route involves reacting dimethylcyclohexanone (1A) with a prepared solution of diethoxycarbenium fluoroborate to provide 2-(diethoxymethyl)-4,4-dimethylcyclohexanone (8). The reaction is typically performed below room temperature in a solvent such as but not limited to methylene chloride. Chlorophenyl magnesium bromide is then added to a solution of 2-(diethoxymethyl)-4,4-dimethylcyclohexanone (8) to provide 1-(4-chlorophenyl)-2-(diethoxymethyl)-4,4-dimethylcyclohexanol (9). The reaction... The reactants are Cn1ccc(C(=O)Cl)n1, CCN(C(C)C)C(C)C, ClCCl, Cc1cccc(C(=O)NC23CC4CC(CC(N)(C4)C2)C3)n1. Yields the product Cc1cccc(C(=O)NC23CC4CC(C2)CC(NC(=O)c2ccn(C)n2)(C4)C3)n1. Reaction SMILES: [CH3:31][n:32]1[n:33][c:34]([C:37](=[O:38])[Cl:39])[cH:35][cH:36]1.[CH:22]([N:23]([CH2:24][CH3:25])[CH:26]([CH3:27])[CH3:28])([CH3:29])[CH3:30].[Cl:40][CH2:41][Cl:42].[NH2:1][C:2]12[CH2:3][C:4]3([NH:12][C:13](=[O:14])[c:15]4[n:16][c:17]([CH3:21])[cH:18][cH:19][cH:20]4)[CH2:5][CH:6]([CH2:7][CH:8]([CH2:9]1)[CH2:10]3)[CH2:11]2>>[NH:1]([C:2]12[CH2:3][C:4]3([NH:12][C:13](=[O:14])[c:15]4[n:16][c:17]([CH3:21])[cH:18][cH:19][cH:20]4)[CH2:5][CH:6]([CH2:7][CH:8]([CH2:9]1)[CH2:10]3)[CH2:11]2)[C:37]([c:34]1[n:33][n:32]([CH3:31])[cH:36][cH:35]1)=[O:38]. The product is CCCCCCCOc1cc(C)cc(C)c1. The reactants are O=C([O-])[O-], CCCCCCCO, CCCCCCCCCCCC, Cc1ccccc1, Cc1cc(C)cc(I)c1, [Cs+], [Cs+], [Cu]I. As a reaction SMILES: [C:18](=[O:19])([O-:20])[O-:21].[CH2:1]([CH2:2][CH2:3][CH2:4][CH2:5][CH2:6][CH3:7])[OH:8].[CH3:24][CH2:25][CH2:26][CH2:27][CH2:28][CH2:29][CH2:30][CH2:31][CH2:32][CH2:33][CH2:34][CH3:35].[CH3:38][c:39]1[cH:40][cH:41][cH:42][cH:43][cH:44]1.[CH3:9][c:10]1[cH:11][c:12]([I:17])[cH:13][c:14]([CH3:16])[cH:15]1.[Cs+:22].[Cs+:23].[Cu:36][I:37]>>[CH2:1]([CH2:2][CH2:3][CH2:4][CH2:5][CH2:6][CH3:7])[O:8][c:12]1[cH:11][c:10]([CH3:9])[cH:15][c:14]([CH3:16])[cH:13]1. Run in O (H2O), C(C)O (C2H5OH). Product: N1C=C(C2=CC=CC=C12)CC1C(N(C(N1)=O)CCCN1CCOCC1)=O (5-[(Indol-3-yl)methyl]-3-(3-morpholinopropyl)hydantoin). As a reaction SMILES: [NH:1]1[C:9]2[C:4](=[CH:5][CH:6]=[CH:7][CH:8]=2)[C:3]([CH2:10][CH:11]2[NH:15][C:14](=[O:16])[NH:13][C:12]2=[O:17])=[CH:2]1.[CH3:18][CH2:19][O-:20].[Na+]>C(O)C.O>[NH:1]1[C:9]2[C:4](=[CH:5][CH:6]=[CH:7][CH:8]=2)[C:3]([CH2:10][CH:11]2[NH:15][C:14](=[O:16])[N:13]([CH2:4][CH2:3][CH2:2][N:1]3[CH2:9][CH2:8][O:20][CH2:19][CH2:18]3)[C:12]2=[O:17])=[CH:2]1 |f:1.2|. Reactants: N1C=C(C2=CC=CC=C12)CC1C(NC(N1)=O)=O (5-[(Indol-3-yl)methyl]hydantoin), CC[O-].[Na+] (NaOC2H5), 1-(3-chloropropyl)-morpholine. Procedure: 5-[(Indol-3-yl)methyl]hydantoin (5 g; 0.022 mole) was added to NaOC2H5 (0.022 mole) in 300 ml of anhydrous C2H5OH. The first mixture was heated to reflux, and 1-(3-chloropropyl)-morpholine (3.5 g, 0.022 mole) was added. The mixture was heated for 6 hours and then diluted with H2O. The solid was collected and recrystallized from 2-propanol-petroleum ether, yield 3 g, mp 158°-60°.